From a dataset of the Open Reaction Database (ORD), a public repository of structured organic reaction records. describe an organic reaction: reactants, conditions, products, and yield Yields the product Cl.C(#N)CC1=C(N=C2N(C=C(C=C21)F)C(C(=O)C2=CC=CC=C2)CC(=O)C2=C(C=C(C=C2)F)F)C (3-cyanomethyl-5-fluoro-2-methyl-7-((2,4-difluorophenacyl)phenacyl)pyrrolo[2,3-b]pyridine hydrochloride). RXN SMILES: [C:1]([CH2:3][C:4]1[C:12]2[C:7](=[N:8][CH:9]=[C:10]([F:13])[CH:11]=2)[NH:6][C:5]=1[CH3:14])#[N:2].[F:15][C:16]1[CH:25]=[C:24]([F:26])[CH:23]=[CH:22][C:17]=1[C:18](=[O:21])[CH2:19][Cl:20]>C(#N)C>[ClH:20].[C:1]([CH2:3][C:4]1[C:12]2[C:7]([N:8]([CH:19]([CH2:19][C:18]([C:17]3[CH:22]=[CH:23][C:24]([F:26])=[CH:25][C:16]=3[F:15])=[O:21])[C:18]([C:17]3[CH:22]=[CH:23][CH:24]=[CH:25][CH:16]=3)=[O:21])[CH:9]=[C:10]([F:13])[CH:11]=2)=[N:6][C:5]=1[CH3:14])#[N:2] |f:3.4|. Solvent: C(C)#N (acetonitrile). Reactants: C(#N)CC1=C(NC2=NC=C(C=C21)F)C (3-(cyanomethyl)-5-fluoro-2-methylpyrrolo[2,3-b]pyridine), FC1=C(C(CCl)=O)C=CC(=C1)F (2,4-difluorophenacyl chloride). Reported procedure: The title compound was prepared from 3-(cyanomethyl)-5-fluoro-2-methylpyrrolo[2,3-b]pyridine (10 mg, 0.053 mmol) and 2,4-difluorophenacyl chloride (128 mg, 0.67 mmol) in acetonitrile (0.2 ml) in the same fashion as described in example 71; yield 16 mg (80%). The reactants are O[C@H](C)[C@@H]1[C@H]2CC(=C(N2C1=O)C(=O)O)\C(=C\[C@H]1NCCC1)\C ((5R,6S)-6-[(1R)-1-hydroxyethyl]-7-oxo-3-[(E)-2-{(2S)-pyrrolidin-2-yl}-1-methylethenyl]-1-azabicyclo [3.2.0]hept-2-ene-2-carboxylic acid), C([O-])([O-])=O.[K+].[K+] (potassium carbonate), C([O-])([O-])=O.[K+].[K+] (potassium carbonate), Cl.C(OCC1=CC=CC=C1)=N (benzyl formimidate hydrochloride). Solvent: O (water). Run at time 15 minute. The product is C(=N)N1[C@@H](CCC1)/C=C(\C)/C1=C(N2C([C@@H]([C@@H]2C1)[C@@H](C)O)=O)C(=O)O ((5S,6S)-3-[(E)-2-{(2S)-1-formimidoylpyrrolidin-2-yl}-1-methylethenyl]-6-[(1R)-1-hydroxyethyl]-7-oxo-1-azabicyclo [3.2.0]hept- 2-ene-2-carboxylic acid). Yield: 32.5%. As a reaction SMILES: [OH:1][C@@H:2]([C@H:4]1[C:10](=[O:11])[N:9]2[C@@H:5]1[CH2:6][C:7](/[C:15](/[CH3:22])=[CH:16]/[C@@H:17]1[CH2:21][CH2:20][CH2:19][NH:18]1)=[C:8]2[C:12]([OH:14])=[O:13])[CH3:3].C(=O)([O-])[O-].[K+].[K+].Cl.[CH:30](=[NH:39])OCC1C=CC=CC=1>O>[CH:30]([N:18]1[CH2:19][CH2:20][CH2:21][C@H:17]1/[CH:16]=[C:15](/[C:7]1[CH2:6][C@@H:5]2[N:9]([C:10](=[O:11])[C@@H:4]2[C@H:2]([OH:1])[CH3:3])[C:8]=1[C:12]([OH:14])=[O:13])\[CH3:22])=[NH:39] |f:1.2.3,4.5|. Procedure details: A solution of (5R,6S)-6-[(1R)-1-hydroxyethyl]-7-oxo-3-[(E)-2-{(2S)-pyrrolidin-2-yl}-1-methylethenyl]-1-azabicyclo [3.2.0]hept-2-ene-2-carboxylic acid (0.48 g) in water (30 ml) was adjusted to pH 8.5 with aqueous potassium carbonate at 0° C. and benzyl formimidate hydrochloride (2.7 g) was added in portions while adjusting around pH 8.5 with addition of aqueous potassium carbonate. After stirring for 15 minutes at pH 8.5, the reaction mixture was washed with ethyl acetate and concentrated in vacu...